From a dataset of the Open Reaction Database (ORD), a public repository of structured organic reaction records. describe an organic reaction: reactants, conditions, products, and yield Starting materials: C1(=CC=CC=C1)N1C=NC2=C(C1=O)SC=C2C2=CC=CC=C2 (3,7-Diphenylthieno[3,2-d]pyrimidin-4(3H)-one), NC1=C(SC=C1C1=CC=CC=C1)C(=O)OC (methyl 3-amino-4-phenylthiophene-2-carboxylate), C(OCC)(OCC)OCC (triethyl orthoformate), CC1=C(N)C=C(C=C1)C (2,5-dimethylaniline). Solvent: C(C)(=O)O (acetic acid). Product: CC1=C(C=C(C=C1)C)N1C=NC2=C(C1=O)SC=C2C2=CC=CC=C2 (3-(2,5-Dimethylphenyl)-7-phenylthieno[3,2-d]pyrimidin-4(3H)-one). Yield: 44.0%. Reaction SMILES: C1(N2[C:12](=[O:13])[C:11]3[S:14][CH:15]=[C:16]([C:17]4[CH:22]=[CH:21][CH:20]=[CH:19][CH:18]=4)[C:10]=3[N:9]=[CH:8]2)C=CC=CC=1.NC1C(C2C=CC=CC=2)=CSC=1C(OC)=O.C(OCC)(OCC)OCC.[CH3:49][C:50]1[CH:56]=[CH:55][C:54]([CH3:57])=[CH:53][C:51]=1[NH2:52]>C(O)(=O)C>[CH3:49][C:50]1[CH:56]=[CH:55][C:54]([CH3:57])=[CH:53][C:51]=1[N:52]1[C:12](=[O:13])[C:11]2[S:14][CH:15]=[C:16]([C:17]3[CH:22]=[CH:21][CH:20]=[CH:19][CH:18]=3)[C:10]=2[N:9]=[CH:8]1. Procedure details: In the same manner as the synthesis of Compound 1, methyl 3-amino-4-phenylthiophene-2-carboxylate (45.6 mg, 0.20 mmol), triethyl orthoformate (0.40 ml), 2,5-dimethylaniline (44.8 mg, 0.37 mmol), and acetic acid (0.05 ml) were used to give 28.8 mg (0.087 mmol, 44% yield) of the title compound. The reactants are ClCCl, COc1cccc(CCO)c1, BrP(Br)Br. Yields the product COc1cccc(CCBr)c1. RXN SMILES: [CH2:16]([Cl:17])[Cl:18].[CH3:1][O:2][c:3]1[cH:4][c:5]([CH2:6][CH2:7][OH:8])[cH:9][cH:10][cH:11]1.[P:12]([Br:13])([Br:14])[Br:15]>>[CH3:1][O:2][c:3]1[cH:4][c:5]([CH2:6][CH2:7][Br:13])[cH:9][cH:10][cH:11]1. Starting materials: CC(C)(C)[Si](C)(C)OCCBr, COc1ccc2cc[nH]c2c1, [H-], [Na+], CN(C)C=O. Product: COc1ccc2ccn(CCO[Si](C)(C)C(C)(C)C)c2c1. Reaction SMILES: [Br:12][CH2:13][CH2:14][O:15][Si:16]([CH3:17])([CH3:18])[C:19]([CH3:20])([CH3:21])[CH3:22].[CH3:1][O:2][c:3]1[cH:4][cH:5][c:6]2[cH:7][cH:8][nH:9][c:10]2[cH:11]1.[H-:23].[Na+:24].[O:25]=[CH:26][N:27]([CH3:28])[CH3:29]>>[CH3:1][O:2][c:3]1[cH:4][cH:5][c:6]2[cH:7][cH:8][n:9]([CH2:13][CH2:14][O:15][Si:16]([CH3:17])([CH3:18])[C:19]([CH3:20])([CH3:21])[CH3:22])[c:10]2[cH:11]1. Yields the product CC=CCn1c(N2CCCN(CCC3(c4ccccc4)CCN(C(=O)c4cc(-n5cnnn5)ccc4OC)C3)CC2)nc2ccccc21. Reactants: COc1ccc(C(=O)OC(C(=O)O)(C(=O)c2ccc(OC)cc2)C(O)C(=O)O)cc1, CC=CCn1c(N2CCCNCC2)nc2ccccc21, COc1ccc(-n2cnnn2)cc1C(=O)N1CCC(CCOS(C)(=O)=O)(c2ccccc2)C1, I, OCCC1(c2ccccc2)CCNC1. As a reaction SMILES: [C:34]([O:35][C:36]([C:37](=[O:38])[c:39]1[cH:40][cH:41][c:42]([O:43][CH3:44])[cH:45][cH:46]1)([CH:47]([C:48]([OH:49])=[O:50])[OH:51])[C:52]([OH:53])=[O:54])(=[O:55])[c:56]1[cH:57][cH:58][c:59]([O:60][CH3:61])[cH:62][cH:63]1.[CH2:79]([CH:80]=[CH:81][CH3:82])[n:83]1[c:84]([N:92]2[CH2:93][CH2:94][NH:95][CH2:96][CH2:97][CH2:98]2)[n:85][c:86]2[c:87]1[cH:88][cH:89][cH:90][cH:91]2.[CH3:1][O:2][c:3]1[c:4]([C:5](=[O:6])[N:7]2[CH2:8][C:9]([CH2:12][CH2:13][O:14][S:15]([CH3:16])(=[O:17])=[O:18])([c:19]3[cH:20][cH:21][cH:22][cH:23][cH:24]3)[CH2:10][CH2:11]2)[cH:25][c:26](-[n:29]2[n:30][n:31][n:32][cH:33]2)[cH:27][cH:28]1.[IH:78].[c:64]1([C:65]2([CH2:66][CH2:67][OH:68])[CH2:69][CH2:70][NH:71][CH2:72]2)[cH:73][cH:74][cH:75][cH:76][cH:77]1>>[CH3:1][O:2][c:3]1[c:4]([C:5](=[O:6])[N:7]2[CH2:8][C:9]([CH2:12][CH2:13][N:95]3[CH2:94][CH2:93][N:92]([c:84]4[n:83]([CH2:79][CH:80]=[CH:81][CH3:82])[c:87]5[c:86]([n:85]4)[cH:91][cH:90][cH:89][cH:88]5)[CH2:98][CH2:97][CH2:96]3)([c:19]3[cH:20][cH:21][cH:22][cH:23][cH:24]3)[CH2:10][CH2:11]2)[cH:25][c:26](-[n:29]2[n:30][n:31][n:32][cH:33]2)[cH:27][cH:28]1. Starting materials: COC=1C=C(C(=O)O)C=C2C1OCO2 (3-methoxy-4,5-methylenedioxybenzoic acid), Cl.C(C)OCCN1C(=NC2=C1C=CC=C2)NC2CCN(CC2)CCC2(CNCC2)C2=CC=CC=C2 (3-(2-(4-(1-(2-ethoxyethyl)-1H-benzimidazol-2-yl-amino)piperidin-1-yl)ethyl)-3-phenylpyrrolidine hydrochloric acid salt). Product: COC=1C=C(C(=O)N2CC(CC2)(C2=CC=CC=C2)CCN2CCC(CC2)NC2=NC3=C(N2CCOCC)C=CC=C3)C=C3C1OCO3 (1-(3-methoxy-4,5-methylenedioxybenzoyl)-3-(2-(4-(1-(2-ethoxyethyl)-1H-benzimidazol-2-yl-amino)piperidin-1-yl)ethyl)-3-phenylpyrrolidine). Reaction SMILES: [CH3:1][O:2][C:3]1[CH:4]=[C:5]([CH:9]=[C:10]2[O:14][CH2:13][O:12][C:11]=12)[C:6]([OH:8])=O.Cl.[CH2:16]([O:18][CH2:19][CH2:20][N:21]1[C:25]2[CH:26]=[CH:27][CH:28]=[CH:29][C:24]=2[N:23]=[C:22]1[NH:30][CH:31]1[CH2:36][CH2:35][N:34]([CH2:37][CH2:38][C:39]2([C:44]3[CH:49]=[CH:48][CH:47]=[CH:46][CH:45]=3)[CH2:43][CH2:42][NH:41][CH2:40]2)[CH2:33][CH2:32]1)[CH3:17]>>[CH3:1][O:2][C:3]1[CH:4]=[C:5]([CH:9]=[C:10]2[O:14][CH2:13][O:12][C:11]=12)[C:6]([N:41]1[CH2:42][CH2:43][C:39]([CH2:38][CH2:37][N:34]2[CH2:35][CH2:36][CH:31]([NH:30][C:22]3[N:21]([CH2:20][CH2:19][O:18][CH2:16][CH3:17])[C:25]4[CH:26]=[CH:27][CH:28]=[CH:29][C:24]=4[N:23]=3)[CH2:32][CH2:33]2)([C:44]2[CH:49]=[CH:48][CH:47]=[CH:46][CH:45]=2)[CH2:40]1)=[O:8] |f:1.2|. Reported procedure: Prepare by the method of Example 59.1 using 3-methoxy-4,5-methylenedioxybenzoic acid and 3-(2-(4-(1-(2-ethoxyethyl)-1H-benzimidazol-2-yl-amino)piperidin-1-yl)ethyl)-3-phenylpyrrolidine hydrochloric acid salt (prepared from (−)-3-phenyl-3-(2-hydroxyethyl)pyrrolidine (R,R)-di-p-anisoyltartaric acid salt) to give the title compound. Reactants: ( 52 ), C(C1=CC=CC=C1)NCC1=CC=CC=C1 (dibenzylamine), 4-iodo, ICCCC(=O)OCC (ethyl 4-iodobutyrate). Product: C(C1=CC=CC=C1)N(CCCC(=O)OCC)CC1=CC=CC=C1 (4-dibenzylaminobutyric acid, ethyl ester), ( 53 ). RXN SMILES: I[CH2:2][CH2:3][CH2:4][C:5]([O:7][CH2:8][CH3:9])=[O:6].[CH2:10]([NH:17][CH2:18][C:19]1[CH:24]=[CH:23][CH:22]=[CH:21][CH:20]=1)[C:11]1[CH:16]=[CH:15][CH:14]=[CH:13][CH:12]=1>>[CH2:18]([N:17]([CH2:10][C:11]1[CH:16]=[CH:15][CH:14]=[CH:13][CH:12]=1)[CH2:2][CH2:3][CH2:4][C:5]([O:7][CH2:8][CH3:9])=[O:6])[C:19]1[CH:24]=[CH:23][CH:22]=[CH:21][CH:20]=1. Reported procedure: In step b, the 4-iodo functionality of the appropriate ethyl 4-iodobutyrate of structure (52) is displaced with dibenzylamine to give the corresponding 4-dibenzylaminobutyric acid, ethyl ester of structure (53). The reactants are CCc1ccc(-c2nc3cccnc3n2-c2ccc(CCNCC(O)COc3ccc(O[Si](c4ccccc4)(c4ccccc4)C(C)(C)C)cc3)cc2)cc1, CO, ClC(Cl)Cl. Yields the product CCc1ccc(-c2nc3cccnc3n2-c2ccc(CCNCC(O)COc3ccc(O)cc3)cc2)cc1. As a reaction SMILES: [C:1]([Si:2]([c:3]1[cH:4][cH:5][cH:44][cH:45][cH:46]1)([O:6][c:7]1[cH:8][cH:9][c:10]([O:11][CH2:12][CH:13]([CH2:14][NH:15][CH2:16][CH2:17][c:18]2[cH:19][cH:20][c:21](-[n:24]3[c:25](-[c:33]4[cH:34][cH:35][c:36]([CH2:39][CH3:40])[cH:37][cH:38]4)[n:26][c:27]4[c:28]3[n:29][cH:30][cH:31][cH:32]4)[cH:22][cH:23]2)[OH:41])[cH:42][cH:43]1)[c:47]1[cH:48][cH:49][cH:50][cH:51][cH:52]1)([CH3:53])([CH3:54])[CH3:55].[CH3:56][OH:57].[CH:58]([Cl:59])([Cl:60])[Cl:61]>>[OH:6][c:7]1[cH:8][cH:9][c:10]([O:11][CH2:12][CH:13]([CH2:14][NH:15][CH2:16][CH2:17][c:18]2[cH:19][cH:20][c:21](-[n:24]3[c:25](-[c:33]4[cH:34][cH:35][c:36]([CH2:39][CH3:40])[cH:37][cH:38]4)[n:26][c:27]4[c:28]3[n:29][cH:30][cH:31][cH:32]4)[cH:22][cH:23]2)[OH:41])[cH:42][cH:43]1.